Task: describe an organic reaction: reactants, conditions, products, and yield. Dataset: the Open Reaction Database (ORD), a public repository of structured organic reaction records The reactants are CN(C)S(=O)(=O)c1cc2cc(C(=O)O)oc2c(Cl)c1Cl, [Na], O=S(Cl)Cl, Cc1ccc(O)cc1, c1ccccc1. The product is Cc1ccc(OC(=O)c2cc3cc(S(=O)(=O)N(C)C)c(Cl)c(Cl)c3o2)cc1. As a reaction SMILES: [CH3:5][N:6]([S:7](=[O:8])(=[O:9])[c:10]1[c:11]([Cl:23])[c:12]([Cl:22])[c:13]2[c:14]([cH:15][c:16]([C:18](=[O:19])[OH:20])[o:17]2)[cH:21]1)[CH3:24].[Na:33].[S:1]([Cl:2])([Cl:3])=[O:4].[cH:25]1[cH:26][c:27]([CH3:32])[cH:28][cH:29][c:30]1[OH:31].[cH:34]1[cH:35][cH:36][cH:37][cH:38][cH:39]1>>[CH3:5][N:6]([S:7](=[O:8])(=[O:9])[c:10]1[c:11]([Cl:23])[c:12]([Cl:22])[c:13]2[c:14]([cH:15][c:16]([C:18](=[O:19])[O:20][c:30]3[cH:25][cH:26][c:27]([CH3:32])[cH:28][cH:29]3)[o:17]2)[cH:21]1)[CH3:24]. Starting materials: O1CCC(CC1)CCOS(=O)(=O)C1=CC=C(C=C1)C (toluene-4-sulfonic acid 2-(tetrahydro-pyran-4-yl)-ethyl ester), C[O-].[Na+] (sodium methoxide), C(C)OC(C(C)(C)SC(C)=O)=O (2-acetylsulfanyl-2-methyl-propionic acid ethyl ester). Run in C(C)O (ethanol). Conditions: temperature 130 celsius. The product is C(C)OC(C(C)(SCCC1CCOCC1)C)=O (2-methyl-2-[2-(tetrahydro-pyran-4-yl)-ethylsulfanyl]-propionic acid ethyl ester). The yield is 108.9%. RXN SMILES: [O:1]1[CH2:6][CH2:5][CH:4]([CH2:7][CH2:8]OS(C2C=CC(C)=CC=2)(=O)=O)[CH2:3][CH2:2]1.C[O-].[Na+].[CH2:23]([O:25][C:26](=[O:34])[C:27]([S:30]C(=O)C)([CH3:29])[CH3:28])[CH3:24]>C(O)C>[CH2:23]([O:25][C:26](=[O:34])[C:27]([CH3:29])([S:30][CH2:8][CH2:7][CH:4]1[CH2:3][CH2:2][O:1][CH2:6][CH2:5]1)[CH3:28])[CH3:24] |f:1.2|. Reported procedure: To a solution of 1.9 g (6.7 mmol) of toluene-4-sulfonic acid 2-(tetrahydro-pyran-4-yl)-ethyl ester in ethanol (20 mL) are added 1.4 g (26.8 mmol) of sodium methoxide, followed by 1.27 g (6.7 mmol) of 2-acetylsulfanyl-2-methyl-propionic acid ethyl ester. The reaction mixture is heated in a microwave at 130° C. for 0.5 h. The solvent is removed under reduced pressure. The residue is partitioned between saturated aqueous NaHCO3 solution (25 mL) and DCM (25 mL). The layers are separated and the aque... The reactants are C(C(=O)Cl)(=O)Cl (oxalyl chloride), FC1=C(C(=O)O)C(=CC(=C1)OC)F (2,6-Difluoro-4-methoxybenzoic acid). The reagents and catalysts are CN(C)C=O (DMF). The solvent is C1=CC=CC=C1 (benzene), C1=CC=CC=C1 (benzene). Run at time 8 hour. Product: FC1=C(C(=O)Cl)C(=CC(=C1)OC)F (2,6-Difluoro-4-methoxybenzoyl chloride). RXN SMILES: [C:1](Cl)(=O)[C:2]([Cl:4])=[O:3].[F:7][C:8]1[CH:16]=[C:15]([O:17][CH3:18])[CH:14]=[C:13]([F:19])C=1C(O)=O>C1C=CC=CC=1.CN(C=O)C>[F:7][C:8]1[CH:16]=[C:15]([O:17][CH3:18])[CH:14]=[C:13]([F:19])[C:1]=1[C:2]([Cl:4])=[O:3]. Procedure details: A solution of oxalyl chloride (36.5 g, 0.29 mol) in dry benzene (50 ml) was added dropwise to a stirred solution of compound 24 (25.5 g, 0.14 mol) and dry DMF (40 drops) in dry benzene (500 ml) at room temperature. The mixture was stirred at room temperature overnight and the excess of oxalyl chloride and benzene were removed in vacuo.